Task: describe an organic reaction: reactants, conditions, products, and yield. Dataset: the Open Reaction Database (ORD), a public repository of structured organic reaction records The reactants are ClC1=CC=C2C(=CC=NC2=C1)NC1=C(C(=O)O)C=CC=C1C (2-(7-Chloro-4-quinolylamino)-3-methyl benzoic acid), acid chloride, NC1CCN(CC1)CCCC (4-amino-1-n-butyl piperidine). The product is C(CCC)N1CCC(CC1)NC(C1=C(C(=CC=C1)C)NC1=CC=NC2=CC(=CC=C12)Cl)=O (N-(1-n-Butyl-4-piperidyl)-2-(7-chloro-4-quinolylamino)-3-methyl benzamide). As a reaction SMILES: [Cl:1][C:2]1[CH:11]=[C:10]2[C:5]([C:6]([NH:12][C:13]3[C:21]([CH3:22])=[CH:20][CH:19]=[CH:18][C:14]=3[C:15](O)=[O:16])=[CH:7][CH:8]=[N:9]2)=[CH:4][CH:3]=1.[NH2:23][CH:24]1[CH2:29][CH2:28][N:27]([CH2:30][CH2:31][CH2:32][CH3:33])[CH2:26][CH2:25]1>>[CH2:30]([N:27]1[CH2:28][CH2:29][CH:24]([NH:23][C:15](=[O:16])[C:14]2[CH:18]=[CH:19][CH:20]=[C:21]([CH3:22])[C:13]=2[NH:12][C:6]2[C:5]3[C:10](=[CH:11][C:2]([Cl:1])=[CH:3][CH:4]=3)[N:9]=[CH:8][CH:7]=2)[CH2:25][CH2:26]1)[CH2:31][CH2:32][CH3:33]. Procedure: 2-(7-Chloro-4-quinolylamino)-3-methyl benzoic acid is converted to the acid chloride which is reacted with 4-amino-1-n-butyl piperidine as in Example 1 to give the title compound. The product is O=Cc1c(O)ccc2c1ccn2S(=O)(=O)c1ccccc1. The reactants are ClCCl, O=S(=O)(c1ccccc1)n1ccc2c(CO)c(O)ccc21. RXN SMILES: [Cl:22][CH2:23][Cl:24].[OH:1][CH2:2][c:3]1[c:4]2[cH:5][cH:6][n:7]([S:13](=[O:14])(=[O:15])[c:16]3[cH:17][cH:18][cH:19][cH:20][cH:21]3)[c:8]2[cH:9][cH:10][c:11]1[OH:12]>>[O:1]=[CH:2][c:3]1[c:4]2[cH:5][cH:6][n:7]([S:13](=[O:14])(=[O:15])[c:16]3[cH:17][cH:18][cH:19][cH:20][cH:21]3)[c:8]2[cH:9][cH:10][c:11]1[OH:12]. The reactants are C1CCC2=NCCCN2CC1 (DBU), N1CCC(CC1)CC1=NOC(=N1)C1=CC=2C=NC=CC2O1 (2-(3-piperidin-4-ylmethyl-[1,2,4]oxadiazol-5-yl)furo[3,2-c]pyridine), BrC1=NC=CC=N1 (2-bromopyrimidine). The solvent is O1CCOCC1 (dioxane). Run at time 2 day. Yields the product N1=C(N=CC=C1)N1CCC(CC1)CC1=NOC(=N1)C1=CC=2C=NC=CC2O1 (2-[3-(1-Pyrimidin-2-ylpiperidin-4-ylmethyl)-[1,2,4]oxadiazol-5-yl]furo[3,2-c]pyridine). As a reaction SMILES: C1CC[N:9]2[C:4](=[N:5][CH2:6][CH2:7][CH2:8]2)CC1.[NH:12]1[CH2:17][CH2:16][CH:15]([CH2:18][C:19]2[N:23]=[C:22]([C:24]3[O:32][C:31]4[CH:30]=[CH:29][N:28]=[CH:27][C:26]=4[CH:25]=3)[O:21][N:20]=2)[CH2:14][CH2:13]1.BrC1N=CC=CN=1>O1CCOCC1>[N:9]1[CH:8]=[CH:7][CH:6]=[N:5][C:4]=1[N:12]1[CH2:17][CH2:16][CH:15]([CH2:18][C:19]2[N:23]=[C:22]([C:24]3[O:32][C:31]4[CH:30]=[CH:29][N:28]=[CH:27][C:26]=4[CH:25]=3)[O:21][N:20]=2)[CH2:14][CH2:13]1. Procedure details: DBU (53 ΔL, 352 Amos) was added to a stirred solution of 2-(3-piperidin-4-ylmethyl-[1,2,4]oxadiazol-5-yl)furo[3,2-c]pyridine (Preparation 12, 50 mg, 176 μmol) and 2-bromopyrimidine (31 mg, 193 μmol) in dioxane (1 mL) at 20° C. After 2 d, the solvent was removed in vacuo, then the residue was purified by chromatography (MeOH—CH2Cl2, 1:19) to yield the title compound: RT=2.64 min; m/z (ES+)=363.1 [M+H]+. Procedure: Add slowly and dropwise a solution of allylmagnesium bromide (2.0 M in THF, 100.3 mL, 200.5 mmol) to a stirred solution of (S)-3-(methoxy(methyl)carbamoyl)-pyrrolidine-1-carboxylic acid tert-butyl ester (37.0 g, 143.2 mmol) in THF (296 mL) kept under nitrogen at 0° C. Allow the reaction to warm to room temperature and continue to stir for 48 hours. Add the mixture over a cold solution (0-5° C.) of sodium borohydride (5.42 g, 143 mmol) and tertabutylammonium bromide (0.74 g, 2.39 mmol) in water (... Starting materials: C(C=C)[Mg]Br (allylmagnesium bromide), C(C)(C)(C)OC(=O)N1C[C@H](CC1)C(N(C)OC)=O ((S)-3-(methoxy(methyl)carbamoyl)-pyrrolidine-1-carboxylic acid tert-butyl ester), [BH4-].[Na+] (sodium borohydride). The solvent is C1CCOC1 (THF), O (water). Reaction conditions: time 48 hour. RXN SMILES: [CH2:1]([Mg]Br)[CH:2]=[CH2:3].[C:6]([O:10][C:11]([N:13]1[CH2:17][CH2:16][C@H:15]([C:18](=[O:23])N(OC)C)[CH2:14]1)=[O:12])([CH3:9])([CH3:8])[CH3:7].[BH4-].[Na+]>C1COCC1.O.[Br-]>[C:6]([O:10][C:11]([N:13]1[CH2:17][CH2:16][C@H:15]([CH:18]([OH:23])[CH2:3][CH:2]=[CH2:1])[CH2:14]1)=[O:12])([CH3:7])([CH3:8])[CH3:9] |f:2.3|. Isolated yield 83.9%. The reagents and catalysts are [Br-] (bromide). The product is C(C)(C)(C)OC(=O)N1C[C@H](CC1)C(CC=C)O ((3S)-3-(1-hydroxy-but-3-enyl)-pyrrolidine-1-carboxylic acid tert-butyl ester).